From a dataset of the Open Reaction Database (ORD), a public repository of structured organic reaction records. describe an organic reaction: reactants, conditions, products, and yield Reactants: ClC1=CC(=NC=C1)C#N (4-chloropicolinonitrile), C1(=CC=CC=C1)NC(=O)N[C@H]1[C@@H](CCCC1)NC1CNCCC1 (1-phenyl-3-((1R,2R)-2-(piperidin-3-ylamino)cyclohexyl)urea), C1(=CC=CC=C1)NC(=O)N[C@H]1[C@@H](CCCC1)NC1CNCCC1 (1-phenyl-3-((1R,2R)-2-(piperidin-3-ylamino)cyclohexyl)urea). The yield is 22.1%. Reaction SMILES: [C:1]1([NH:7][C:8]([NH:10][C@@H:11]2[CH2:16][CH2:15][CH2:14][CH2:13][C@H:12]2[NH:17][CH:18]2[CH2:23][CH2:22][CH2:21][NH:20][CH2:19]2)=[O:9])[CH:6]=[CH:5][CH:4]=[CH:3][CH:2]=1.Cl[C:25]1[CH:30]=[CH:29][N:28]=[C:27]([C:31]#[N:32])[CH:26]=1>>[C:31]([C:27]1[CH:26]=[C:25]([N:20]2[CH2:21][CH2:22][CH2:23][C@H:18]([NH:17][C@@H:12]3[CH2:13][CH2:14][CH2:15][CH2:16][C@H:11]3[NH:10][C:8]([NH:7][C:1]3[CH:2]=[CH:3][CH:4]=[CH:5][CH:6]=3)=[O:9])[CH2:19]2)[CH:30]=[CH:29][N:28]=1)#[N:32]. Yields the product C(#N)C1=NC=CC(=C1)N1C[C@H](CCC1)N[C@H]1[C@@H](CCCC1)NC(=O)NC1=CC=CC=C1 (1-((1R,2R)-2-((S)-1-(2-Cyanopyridin-4-yl)piperidin-3-ylamino)cyclohexyl)-3-phenylurea), pale brown oil. Reported procedure: 1-((1R,2R)-2-((S)-1-(2-Cyanopyridin-4-yl)piperidin-3-ylamino)cyclohexyl)-3-phenylurea was synthesized using 1-phenyl-3-((1R,2R)-2-(piperidin-3-ylamino)cyclohexyl)urea (from intermediate C, Example 1) (100 mg, 0.32 mmol) and 4-chloropicolinonitrile (44 mg, 0.15 mmol) according to General Procedure A to give 29.3 mg (22.1%) of pale brown oil. Anal. Calcd. for C24H30N6O m/z 418.2, found: 419.2 (M+H)+; 1H NMR (400 MHz, CD3OD) δ ppm 7.89 (d, J=6.5 Hz, 1H), 7.35 (d, J=2.7 Hz, 1H), 7.25 (m, 4H), 7.04 (...